This data is from the Open Reaction Database (ORD), a public repository of structured organic reaction records. The task is: describe an organic reaction: reactants, conditions, products, and yield Reactants: COc1cc(OC)c2c(C)c(CCOS(C)(=O)=O)c(=O)oc2c1, COc1ccccc1N1CCNCC1, CCO. RXN SMILES: [CH3:1][S:2]([O:3][CH2:6][CH2:7][c:8]1[c:9](=[O:23])[o:10][c:11]2[c:12]([c:13]1[CH3:14])[c:15]([O:21][CH3:22])[cH:16][c:17]([O:19][CH3:20])[cH:18]2)(=[O:4])=[O:5].[CH3:24][O:25][c:26]1[c:27]([N:32]2[CH2:33][CH2:34][NH:35][CH2:36][CH2:37]2)[cH:28][cH:29][cH:30][cH:31]1.[CH3:38][CH2:39][OH:40]>>[CH2:6]([CH2:7][c:8]1[c:9](=[O:23])[o:10][c:11]2[c:12]([c:13]1[CH3:14])[c:15]([O:21][CH3:22])[cH:16][c:17]([O:19][CH3:20])[cH:18]2)[N:35]1[CH2:34][CH2:33][N:32]([c:27]2[c:26]([O:25][CH3:24])[cH:31][cH:30][cH:29][cH:28]2)[CH2:37][CH2:36]1. Yields the product COc1cc(OC)c2c(C)c(CCN3CCN(c4ccccc4OC)CC3)c(=O)oc2c1. Starting materials: [C-]#N.[Na+] (sodium cyanide), [N+](=O)([O-])C=1C=C(C=CC1)C=C(C)C1=CC=CC=C1 (1-(3-nitrophenyl)-2-phenyl-1-propene), ice, S(O)(O)(=O)=O (sulphuric acid). The solvent is C(C)(=O)O (acetic acid), C(CCC)OCCCC (n-butylether), C(CCC)OCCCC (n-butylether). Conditions: time 48 hour. Product: C(=O)NC(CC1=CC(=CC=C1)[N+](=O)[O-])(C)C1=CC=CC=C1 (N-formyl-1-(3-nitrophenyl)-2-phenyl-2-propylamine). Reaction SMILES: [C-:1]#[N:2].[Na+].S(=O)(=O)(O)[OH:5].[N+:9]([C:12]1[CH:13]=[C:14]([CH:18]=[C:19]([C:21]2[CH:26]=[CH:25][CH:24]=[CH:23][CH:22]=2)[CH3:20])[CH:15]=[CH:16][CH:17]=1)([O-:11])=[O:10]>C(O)(=O)C.C(OCCCC)CCC>[CH:1]([NH:2][C:19]([C:21]1[CH:22]=[CH:23][CH:24]=[CH:25][CH:26]=1)([CH3:20])[CH2:18][C:14]1[CH:15]=[CH:16][CH:17]=[C:12]([N+:9]([O-:11])=[O:10])[CH:13]=1)=[O:5] |f:0.1|. Procedure: To a suspension of sodium cyanide (34.3 g, 0.7 mol) in glacial acetic acid (500 ml) and n-butylether (100 ml) at 0° C. was added portionwise concentrated sulphuric acid (200 ml). The ice bath was removed and a solution of 1-(3-nitrophenyl)-2-phenyl-1-propene (prepared from [(3-nitrophenyl)methylene]triphenylphosphorane and acetophenone, 0.5 mol) in n-butylether (100 ml) was added dropwise over a period of 2 hours, then the mixture stirred for 48 hours. The mixture was poured into 1000 ml ice, an... Reactants: C#CCCOC, CCOC(C)=O, CC(C)NC(C)C, [Cu]I, Nc1ccc(I)c2c1OCO2, Cl[Pd]Cl, c1ccc(P(c2ccccc2)c2ccccc2)cc1, c1ccc(P(c2ccccc2)c2ccccc2)cc1. Product: COCCC#Cc1ccc(N)c2c1OCO2. As a reaction SMILES: [CH3:12][O:13][CH2:14][CH2:15][C:16]#[CH:17].[CH3:25][CH2:26][O:27][C:28](=[O:29])[CH3:30].[CH:18]([NH:19][CH:20]([CH3:21])[CH3:22])([CH3:23])[CH3:24].[Cu:72][I:73].[I:1][c:2]1[c:3]2[c:4]([c:5]([NH2:6])[cH:7][cH:8]1)[O:9][CH2:10][O:11]2.[Pd:31]([Cl:32])[Cl:33].[c:34]1([P:35]([c:36]2[cH:37][cH:38][cH:39][cH:40][cH:41]2)[c:42]2[cH:43][cH:44][cH:45][cH:46][cH:47]2)[cH:48][cH:49][cH:50][cH:51][cH:52]1.[c:53]1([P:54]([c:55]2[cH:56][cH:57][cH:58][cH:59][cH:60]2)[c:61]2[cH:62][cH:63][cH:64][cH:65][cH:66]2)[cH:67][cH:68][cH:69][cH:70][cH:71]1>>[c:2]1([C:17]#[C:16][CH2:15][CH2:14][O:13][CH3:12])[c:3]2[c:4]([c:5]([NH2:6])[cH:7][cH:8]1)[O:9][CH2:10][O:11]2. Reactants: C1(CCCCC1)NC(N)=S (N'-cyclohexyl-thio-urea), C1(=CC=CC=C1)S(=O)(=O)N (benzenesulfonamide), C1(CCCCC1)N=C=S (cyclohexylisothiocyanate), OO (H2O2). Solvent: C([O-])([O-])=O.[K+].[K+] (potassium carbonate), CO (methanol), [OH-].[Na+] (sodium hydroxide). Yields the product N'-methyl-N'-2-pyridyl-ureido, C1(CCCCC1)NC(N)=O (N'-cyclohexyl-urea). Reaction SMILES: [CH:1]1([NH:7][C:8](=S)[NH2:9])[CH2:6][CH2:5][CH2:4][CH2:3][CH2:2]1.C1(S(N)(=O)=[O:18])C=CC=CC=1.C1(N=C=S)CCCCC1.OO>C(=O)([O-])[O-].[K+].[K+].CO.[OH-].[Na+]>[CH:1]1([NH:7][C:8](=[O:18])[NH2:9])[CH2:6][CH2:5][CH2:4][CH2:3][CH2:2]1 |f:4.5.6,8.9|. Reported procedure: 5 Grams N-[4-(β-<N'-methyl-N'-pyridyl-ureido>-ethyl)-benzenesulfonyl]-N'-cyclohexyl-thio-urea (prepared by reaction of 4-(β-<N'-methyl-N'-2-pyridyl-ureido>-ethyl)-benzenesulfonamide and cyclohexylisothiocyanate in an acetonic solution in the presence of potassium carbonate, melting point 143°-145° C. from methanol) were dissolved in 50 ml of 1N sodium hydroxide solution. 5 Milliliters of 30% H2O2 were added and the mixture was heated for 15 minutes on the steam bath. After cooling the solution w... Reactants: CCOCC, O=C(Cl)OCc1ccccc1, CCC(N)C(=O)O, [Na+], [Na+], [OH-], O, O=C([O-])O. The product is CCC(NC(=O)OCc1ccccc1)C(=O)O. RXN SMILES: [CH3:27][CH2:28][O:29][CH2:30][CH3:31].[Cl:13][C:14](=[O:15])[O:16][CH2:17][c:18]1[cH:19][cH:20][cH:21][cH:22][cH:23]1.[NH2:6][CH:7]([C:8](=[O:9])[OH:10])[CH2:11][CH3:12].[Na+:1].[Na+:25].[OH-:24].[OH2:26].[OH:2][C:3](=[O:4])[O-:5]>>[NH:6]([CH:7]([C:8](=[O:9])[OH:10])[CH2:11][CH3:12])[C:14](=[O:15])[O:16][CH2:17][c:18]1[cH:19][cH:20][cH:21][cH:22][cH:23]1. Reactants: Cl.O1CCOCC1 (hydrogen chloride dioxane), C(C)(C)(C)OC(=O)N1CCN(CC1)C1=C(C=C(C=C1)C1CC1)C1CC1 (4-(2,4-Dicyclopropylphenyl)piperazine-1-carboxylic acid tert-butyl ester), C(C)OCC (Diethyl ether). Solvent: ClCCl (dichloromethane). Conditions: time 3.5 hour. Product: C1(CC1)C1=C(C=CC(=C1)C1CC1)N1CCNCC1 (1-(2,4-dicyclopropylphenyl)piperazine). The yield is 68.5%. RXN SMILES: C(OC([N:8]1[CH2:13][CH2:12][N:11]([C:14]2[CH:19]=[CH:18][C:17]([CH:20]3[CH2:22][CH2:21]3)=[CH:16][C:15]=2[CH:23]2[CH2:25][CH2:24]2)[CH2:10][CH2:9]1)=O)(C)(C)C.Cl.O1CCOCC1.C(OCC)C>ClCCl>[CH:23]1([C:15]2[CH:16]=[C:17]([CH:20]3[CH2:22][CH2:21]3)[CH:18]=[CH:19][C:14]=2[N:11]2[CH2:10][CH2:9][NH:8][CH2:13][CH2:12]2)[CH2:24][CH2:25]1 |f:1.2|. Reported procedure: A mixture of 1-(2,4-dichlorophenyl)piperazine (3 g), di-tert-butyl dicarbonate (3.23 g), triethylamine (5.5 mL) and methanol (30 mL) was stirred at room temperature for 5 hr. Water and ethyl acetate were added for partitioning, the organic layer was washed with saturated brine, and the solvent was evaporated. The residue was purified by column chromatography (hexane:ethyl acetate) to give 4-(2,4-dichlorophenyl)piperazine-1-carboxylic acid tert-butyl ester (3.3 g). To a solution of 4-(2,4-dichlor... Starting materials: [Si](C)(C)(C(C)(C)C)O[C@@H](CN[C@@H](CC=1C=C(C=CC1)CC(=O)NCCC1=CC(=C(C=C1)OC)OC)C)C1=CC(=C(C=C1)O)CO (2-{3-[(2R)-2-({(2R)-2-{[tert-butyl(dimethyl)silyl]oxy}-2-[4-hydroxy-3-(hydroxymethyl)phenyl]ethyl}amino)propyl]phenyl}-N-[2-(3,4-dimethoxyphenyl)ethyl]acetamide). The solvent is CCOCC (ether). Product: COC=1C=C(C=CC1OC)CCNC(CC1=CC(=CC=C1)C[C@@H](C)NC[C@@H](C1=CC(=C(C=C1)O)CO)O)=O (N-[2-(3,4-Dimethoxyphenyl)ethyl]-2-{3-[(2R)-2-({(2R)-2-hydroxy-2-[4-hydroxy-3-(hydroxymethyl)phenyl]ethyl}amino)propyl]phenyl}acetamide). Reaction SMILES: [Si]([O:8][C@H:9]([C:37]1[CH:42]=[CH:41][C:40]([OH:43])=[C:39]([CH2:44][OH:45])[CH:38]=1)[CH2:10][NH:11][C@H:12]([CH3:36])[CH2:13][C:14]1[CH:15]=[C:16]([CH2:20][C:21]([NH:23][CH2:24][CH2:25][C:26]2[CH:31]=[CH:30][C:29]([O:32][CH3:33])=[C:28]([O:34][CH3:35])[CH:27]=2)=[O:22])[CH:17]=[CH:18][CH:19]=1)(C(C)(C)C)(C)C>CCOCC>[CH3:35][O:34][C:28]1[CH:27]=[C:26]([CH2:25][CH2:24][NH:23][C:21](=[O:22])[CH2:20][C:16]2[CH:17]=[CH:18][CH:19]=[C:14]([CH2:13][C@H:12]([NH:11][CH2:10][C@H:9]([OH:8])[C:37]3[CH:42]=[CH:41][C:40]([OH:43])=[C:39]([CH2:44][OH:45])[CH:38]=3)[CH3:36])[CH:15]=2)[CH:31]=[CH:30][C:29]=1[O:32][CH3:33]. Procedure details: Prepared from 2-{3-[(2R)-2-({(2R)-2-{[tert-butyl(dimethyl)silyl]oxy}-2-[4-hydroxy-3-(hydroxymethyl)phenyl]ethyl}amino)propyl]phenyl}-N-[2-(3,4-dimethoxyphenyl)ethyl]acetamide (Preparation 27) according to the method for example 3 to give the title compound as a white foam after trituration with ether. The reactants are CC1S[C@H]2N(C(=C1)C(=O)OCC(Cl)(Cl)Cl)C(C2NC(=O)NC2=CC=CC=C2)=O (2,2,2-trichloroethyl 2-methyl-7-(3-phenylureido)-3-cephem-4-carboxylate), C(C)(=O)O (Acetic acid), Cl (hydrochloric acid), C(C)(=O)OCC (ethyl acetate). The reagents and catalysts are [Zn] (zinc). Solvent: CN(C=O)C (dimethylformamide). Product: CC1S[C@H]2N(C(=C1)C(=O)O)C(C2NC(=O)NC2=CC=CC=C2)=O (2-methyl-7-(3-phenylureido)-3-cephem-4-carboxylic acid). The yield is 34.0%. RXN SMILES: C(O)(=O)C.[CH3:5][CH:6]1[CH:11]=[C:10]([C:12]([O:14]CC(Cl)(Cl)Cl)=[O:13])[N:9]2[C:20](=[O:32])[CH:21]([NH:22][C:23]([NH:25][C:26]3[CH:31]=[CH:30][CH:29]=[CH:28][CH:27]=3)=[O:24])[C@H:8]2[S:7]1.Cl.C(OCC)(=O)C>CN(C)C=O.[Zn]>[CH3:5][CH:6]1[CH:11]=[C:10]([C:12]([OH:14])=[O:13])[N:9]2[C:20](=[O:32])[CH:21]([NH:22][C:23]([NH:25][C:26]3[CH:31]=[CH:30][CH:29]=[CH:28][CH:27]=3)=[O:24])[C@H:8]2[S:7]1. Procedure details: Acetic acid (8 ml) and zinc powder (6 g) were added under stirring and ice-cooling to a solution of 2,2,2-trichloroethyl 2-methyl-7-(3-phenylureido)-3-cephem-4-carboxylate (4.1 g) in anhydrous dimethylformamide (30 ml), and the mixture was stirred for 1 hour under ice-cooling and then 3.5 hours at room temperature. After the reaction 10% hydrochloric acid and ethyl acetate were added to the reaction mixture. The insoluble material was filtered off and the ethyl acetate layer was separated, and t...